From a dataset of the Open Reaction Database (ORD), a public repository of structured organic reaction records. describe an organic reaction: reactants, conditions, products, and yield The reactants are [H-].C(C(C)C)[Al+]CC(C)C (diisobutylaluminum hydride), CC1([C@H]2[C@@H](OC([C@@H]12)=O)C(Cl)(Cl)Cl)C ((1R,4R,5S) 6,6-dimethyl-4-trichloromethyl-3-oxa-bicyclo(3,1,0)-hexane-2-one), Cl (hydrochloric acid), ice water. The solvent is C1(=CC=CC=C1)C (toluene), C1(=CC=CC=C1)C (toluene). Run at temperature -60 celsius, time 1 hour. Product: CC1([C@H]2[C@@H](O[C@@H]([C@@H]12)O)C(Cl)(Cl)Cl)C ((1R,2S,4R,5S) 6,6-dimethyl-4-trichloromethyl-3-oxa-bicyclo(3,1,0)hexan-2-ol). The yield is 71.9%. As a reaction SMILES: [H-].C([Al+]CC(C)C)C(C)C.[CH3:11][C:12]1([CH3:23])[C@H:17]2[C@@H:13]1[C@H:14]([C:19]([Cl:22])([Cl:21])[Cl:20])[O:15][C:16]2=[O:18].Cl>C1(C)C=CC=CC=1>[CH3:11][C:12]1([CH3:23])[C@H:17]2[C@@H:13]1[C@H:14]([C:19]([Cl:22])([Cl:20])[Cl:21])[O:15][C@@H:16]2[OH:18] |f:0.1|. Procedure: 75 ml of a toluene solution of 20% of diisobutylaluminum hydride were slowly added at -60° C. to a solution of 20 g of (1R,4R,5S) 6,6-dimethyl-4-trichloromethyl-3-oxa-bicyclo(3,1,0)-hexane-2-one in 200 ml of toluene and the mixture was stirred at -60° C. for one hour and was poured into an ice-water mixture. Aqueous N hydrochloric acid was added to the mixture to adjust the pH to 3 to 4 and the mixture was filtered. The decanted benzene phase was washed with aqueous sodium bicarbonate solution, ... The reactants are FC(C=1C=C(CN(C2=NC=C(C=N2)C=2C=NN(C2)C)C2CNC(C2)CC)C=C(C1)C(F)(F)F)(F)F ([3,5-bis(trifluoromethyl)benzyl]-(5-ethyl-pyrrolidin-3-yl)-[5-(1-methyl-1H-pyrazol-4-yl)-pyrimidin-2-yl]-amine), O (water), CN(C)C=O (DMF), C(C)OC(=O)C1=CN=C(O1)Cl (2-chloro-oxazole-5-carboxylic acid ethyl ester), C(C)(C)N(C(C)C)CC (N, N-diisopropylethylamine). Run at temperature 120 celsius, time 3 hour. Isolated yield 46.0%. Product: C(C)OC(=O)C=1N=C(OC1)N1[C@@H](C[C@@H](C1)N(C1=NC=C(C=N1)C=1C=NN(C1)C)CC1=CC(=CC(=C1)C(F)(F)F)C(F)(F)F)CC (2-((2R,4S)-4-{(3,5-Bis-trifluoromethyl-benzyl)-[5-(1-methyl-1H-pyrazol-4-yl)-pyrimidin-2-yl]-amino}-2-ethyl-pyrrolidin-1-yl)-oxazole-4-carboxylic acid ethyl ester). RXN SMILES: [F:1][C:2]([F:35])([F:34])[C:3]1[CH:4]=[C:5]([CH:27]=[C:28]([C:30]([F:33])([F:32])[F:31])[CH:29]=1)[CH2:6][N:7]([CH:20]1[CH2:24][CH:23]([CH2:25][CH3:26])[NH:22][CH2:21]1)[C:8]1[N:13]=[CH:12][C:11]([C:14]2[CH:15]=[N:16][N:17]([CH3:19])[CH:18]=2)=[CH:10][N:9]=1.[CH2:36]([O:38][C:39](C1OC(Cl)=NC=1)=[O:40])[CH3:37].[CH:47](N(CC)C(C)C)(C)C.O.[CH3:57][N:58]([CH:60]=[O:61])C>>[CH2:36]([O:38][C:39]([C:57]1[N:58]=[C:60]([N:22]2[CH2:21][C@@H:20]([N:7]([CH2:6][C:5]3[CH:27]=[C:28]([C:30]([F:33])([F:32])[F:31])[CH:29]=[C:3]([C:2]([F:34])([F:1])[F:35])[CH:4]=3)[C:8]3[N:9]=[CH:10][C:11]([C:14]4[CH:15]=[N:16][N:17]([CH3:19])[CH:18]=4)=[CH:12][N:13]=3)[CH2:24][C@H:23]2[CH2:25][CH3:26])[O:61][CH:47]=1)=[O:40])[CH3:37]. Reported procedure: A solution of [3,5-bis(trifluoromethyl)benzyl]-(5-ethyl-pyrrolidin-3-yl)-[5-(1-methyl-1H-pyrazol-4-yl)-pyrimidin-2-yl]-amine (0.025 mmol, 12.5 mg), 2-chloro-oxazole-5-carboxylic acid ethyl ester (0.03 mmol, 5 mg) and N, N-diisopropylethylamine (0.03 mmol, 5 uL) in DMF (0.1 mL) is allowed to warm to 120° C. and stirred for 3 hours. The mixture is cooled to room temperature, then added with water. The mixture is extracted with CH2Cl2. The combined organic layer is dried over Na2SO4, filtrated, and... Starting materials: BrC1=CC=CC=2N1N=C(N2)N (5-bromo-[1,2,4]triazolo[1,5-a]pyridin-2-ylamine), C1(=CC=CC=C1)B(O)O (phenyl boronic acid). Yields the product C1(=CC=CC=C1)C1=CC=CC=2N1N=C(N2)N (5-Phenyl-[1,2,4]triazolo[1,5-a]pyridin-2-ylamine), powder. Yield: 19.0%. Reaction SMILES: Br[C:2]1[N:7]2[N:8]=[C:9]([NH2:11])[N:10]=[C:6]2[CH:5]=[CH:4][CH:3]=1.[C:12]1(B(O)O)[CH:17]=[CH:16][CH:15]=[CH:14][CH:13]=1>>[C:12]1([C:2]2[N:7]3[N:8]=[C:9]([NH2:11])[N:10]=[C:6]3[CH:5]=[CH:4][CH:3]=2)[CH:17]=[CH:16][CH:15]=[CH:14][CH:13]=1. Reported procedure: 5-Phenyl-[1,2,4]triazolo[1,5-a]pyridin-2-ylamine was prepared from 5-bromo-[1,2,4]triazolo[1,5-a]pyridin-2-ylamine (3.00 g, 14.0 mmol) and phenyl boronic acid (1.8 g, 15.0 mmol), in a manner analogous to Step 73c. The product was isolated as a white powder (0.567 g, 19%) after chromatography on an Isco silica gel column (80 g) using methanol in dichloromethane as the eluent. 1H NMR (400 MHz, (D3C)2SO, δ, ppm): 7.94 (d, J=6.9 Hz, 2H), 7.52 (m, 4H), 7.37 (m, 1H), 7.02 (d, J=6.5 Hz, 1H), 6.02 (s, 2... Reactants: C(C)(C)(C)OC(=O)NC=1C=C(C=NC1)C(=O)N[C@@]1(COCC1)C(=O)OCCCC (n-butyl(S)-3-[(5-tert-butoxycarbonylamino-pyridin-3-carbonyl)-amino]-tetra-hydrofuran-3-carboxylate), [OH-].[Na+] (sodium hydroxide). Solvent: CO (methanol). Conditions: time 3 hour. Product: C(C)(C)(C)OC(=O)NC=1C=C(C=NC1)C(=O)N[C@@]1(COCC1)C(=O)O ((S)-3-[(5-tert-butoxycarbonylamino-pyridin-3-carbonyl)-amino]-tetrahydrofuran-3-carboxylic acid). As a reaction SMILES: [C:1]([O:5][C:6]([NH:8][C:9]1[CH:10]=[C:11]([C:15]([NH:17][C@@:18]2([C:23]([O:25]CCCC)=[O:24])[CH2:22][CH2:21][O:20][CH2:19]2)=[O:16])[CH:12]=[N:13][CH:14]=1)=[O:7])([CH3:4])([CH3:3])[CH3:2].[OH-].[Na+]>CO>[C:1]([O:5][C:6]([NH:8][C:9]1[CH:10]=[C:11]([C:15]([NH:17][C@@:18]2([C:23]([OH:25])=[O:24])[CH2:22][CH2:21][O:20][CH2:19]2)=[O:16])[CH:12]=[N:13][CH:14]=1)=[O:7])([CH3:4])([CH3:2])[CH3:3] |f:1.2|. Procedure details: A solution of n-butyl(S)-3-[(5-tert-butoxycarbonylamino-pyridin-3-carbonyl)-amino]-tetra-hydrofuran-3-carboxylate (29.7 mmol) in 150 mL methanol was combined with 60 mL of 1N sodium hydroxide solution and stirred for three hours at ambient temperature. Then the methanol was distilled off, the solution was then washed with 50 mL tert-butylmethylether and then adjusted to pH 3 with 4N hydrochloric acid. The product that then precipitated was filtered off and further reacted without purification. The reactants are ClC1=C(C(=C(NC=C(C(=O)OCC)C(=O)OCC)C=C1)CCO[Si](C)(C)C(C)(C)C)F (Diethyl {4-Chloro-3-fluoro-2-(2-t-butyldimethylsilyloxyethyl)anilino}methylenemalonate), C1=CC=C(C=C1)C2=CC=CC=C2.C1=CC=C(C=C1)OC2=CC=CC=C2 (Dowtherm A). Solvent: CCOCC (ether). Run at temperature 200 celsius. The product is ClC=1C=C2C(=C(C=NC2=C(C1F)CCO[Si](C)(C)C(C)(C)C)C(=O)OCC)O (Ethyl 6-Chloro-7-fluoro-8-(2-t-butyldimethylsilyloxyethyl) -4-hydroxyquinoline-3-carboxylate). Isolated yield 76.8%. As a reaction SMILES: [Cl:1][C:2]1[CH:20]=[CH:19][C:5]([NH:6][CH:7]=[C:8]([C:14]([O:16][CH2:17][CH3:18])=[O:15])[C:9]([O:11]CC)=O)=[C:4]([CH2:21][CH2:22][O:23][Si:24]([C:27]([CH3:30])([CH3:29])[CH3:28])([CH3:26])[CH3:25])[C:3]=1[F:31].C1C=CC(C2C=CC=CC=2)=CC=1.C1C=CC(OC2C=CC=CC=2)=CC=1>CCOCC>[Cl:1][C:2]1[CH:20]=[C:19]2[C:5](=[C:4]([CH2:21][CH2:22][O:23][Si:24]([C:27]([CH3:29])([CH3:28])[CH3:30])([CH3:26])[CH3:25])[C:3]=1[F:31])[N:6]=[CH:7][C:8]([C:14]([O:16][CH2:17][CH3:18])=[O:15])=[C:9]2[OH:11] |f:1.2|. Reported procedure: To 8.35 g (17.1 mmol) of the compound (128), 80 ml of Dowtherm A (Trademark) was added, and the solution was heated until a fraction of 200° C. was taken out. The solution was further heated at reflux for 5 minutes. After air-cooling, 50 ml of ether was added to the solution, and the crystals were filtered off to obtain 5.62 g of the subject compound (129) in a 74% yield. The reactants are CS(=O)(=O)Cl, Cc1cccc(C)c1N(CC(C)O)S(C)(=O)=O, ClCCCl. Product: Cc1cccc(C)c1N(CC(C)OS(C)(=O)=O)S(C)(=O)=O. Reaction SMILES: [CH3:1][S:2]([Cl:3])(=[O:4])=[O:5].[CH3:6][c:7]1[c:8]([N:14]([S:15](=[O:16])(=[O:17])[CH3:18])[CH2:19][CH:20]([CH3:21])[OH:22])[c:9]([CH3:13])[cH:10][cH:11][cH:12]1.[Cl:23][CH2:24][CH2:25][Cl:26]>>[CH3:1][S:2](=[O:4])(=[O:5])[O:22][CH:20]([CH2:19][N:14]([c:8]1[c:7]([CH3:6])[cH:12][cH:11][cH:10][c:9]1[CH3:13])[S:15](=[O:16])(=[O:17])[CH3:18])[CH3:21]. Starting materials: C(C)Br (ethyl bromide), C(C)Br (Ethyl bromide), FC1=CC=C(C=C1)C=1C(NC(=NC1C1=CC=NC=C1)SC)=O (5-(4-fluorophenyl)-2-methylthio-6-(4-pyridyl)-4(3H)-pyrimidinone), [H-].[Na+] (sodium hydride), C(C)(=O)O (acetic acid). The solvent is CN(C=O)C (N,N-dimethylformamide). Run at time 8 hour. The product is C(C)N1C(=NC(=C(C1=O)C1=CC=C(C=C1)F)C1=CC=NC=C1)SC (3-Ethyl-5-(4-fluorophenyl)-2-methylthio-6-(4-pyridyl)-4(3H)-pyrimidinone). RXN SMILES: [CH2:1](Br)[CH3:2].[F:4][C:5]1[CH:10]=[CH:9][C:8]([C:11]2[C:12](=[O:25])[NH:13][C:14]([S:23][CH3:24])=[N:15][C:16]=2[C:17]2[CH:22]=[CH:21][N:20]=[CH:19][CH:18]=2)=[CH:7][CH:6]=1.[H-].[Na+].C(O)(=O)C>CN(C)C=O>[CH2:1]([N:13]1[C:12](=[O:25])[C:11]([C:8]2[CH:7]=[CH:6][C:5]([F:4])=[CH:10][CH:9]=2)=[C:16]([C:17]2[CH:22]=[CH:21][N:20]=[CH:19][CH:18]=2)[N:15]=[C:14]1[S:23][CH3:24])[CH3:2] |f:2.3|. Procedure: Ethyl bromide (600 ml, 8.03 mmol) was added to a stirred mixture of 5-(4-fluorophenyl)-2-methylthio-6-(4-pyridyl)-4(3H)-pyrimidinone (1.8 g, 5.97 mmol) and sodium hydride (60% oily suspension, 320 mg, 8 mmol) in N,N-dimethylformamide (60 ml) at room temperature. More ethyl bromide (2×600 ml, 2×8.03 mmol) was added after 2 and 3.5 h. After 8 h, the reaction mixture was neutralized with acetic acid and evaporated. The remainder was taken up in dichloromethane, the organic solution was washed with ...